From a dataset of the Open Reaction Database (ORD), a public repository of structured organic reaction records. describe an organic reaction: reactants, conditions, products, and yield Starting materials: C1(CCCC1)OC=1C=C(C=CC1OC)C1(CSCC1)O (3-(3-cyclopentyloxy-4-methoxyphenyl)-3-hydroxytetrahydrothiophene), C(C)[SiH](CC)CC (triethylsilane), FC(C(=O)O)(F)F (trifluoroacetic acid). Run in ClCCl (dichloromethane), ClCCl (dichloromethane). Conditions: time 3.5 hour. The product is C1(CCCC1)OC=1C=C(C=CC1OC)C1CSCC1 (3-(3-cyclopentyloxy-4-methoxyphenyl)tetrahydrothiophene). Isolated yield 48.2%. As a reaction SMILES: [CH:1]1([O:6][C:7]2[CH:8]=[C:9]([C:15]3(O)[CH2:19][CH2:18][S:17][CH2:16]3)[CH:10]=[CH:11][C:12]=2[O:13][CH3:14])[CH2:5][CH2:4][CH2:3][CH2:2]1.C([SiH](CC)CC)C.FC(F)(F)C(O)=O>ClCCl>[CH:1]1([O:6][C:7]2[CH:8]=[C:9]([CH:15]3[CH2:19][CH2:18][S:17][CH2:16]3)[CH:10]=[CH:11][C:12]=2[O:13][CH3:14])[CH2:5][CH2:4][CH2:3][CH2:2]1. Procedure: A solution of 3-(3-cyclopentyloxy-4-methoxyphenyl)-3-hydroxytetrahydrothiophene (2.94 g; which is prepared as described in Example 14) and triethylsilane (2.7 mL) in dichloromethane (30 mL) under a nitrogen atmosphere is treated with trifluoroacetic acid (2.3 mL) during 15 minutes. The mixture is stirred for 3.5 hours and then it is allowed to stand for 2 days. The mixture is diluted with dichloromethane (150 mL) and the solution is washed with saturated aqueous sodium bicarbonate solution (2×25... The reactants are 45, ClC1=CC2=C(N(C(=N2)CC2=CC=CC=C2)CCCO)C=C1 (5-chloro-2(phenylmethyl)-1H-benzimidazole-1-propanol), S(=O)(Cl)Cl (sulfinyl chloride). Solvent: ClC(Cl)Cl (trichloromethane). Run at time 6 hour. Product: ClC1=CC2=C(N(C(=N2)CC2=CC=CC=C2)CCCCl)C=C1 (5-chloro-1-(3-chloropropyl)-2-(phenylmethyl)-1H-benzimidazole). RXN SMILES: [Cl:1][C:2]1[CH:21]=[CH:20][C:5]2[N:6]([CH2:16][CH2:17][CH2:18]O)[C:7]([CH2:9][C:10]3[CH:15]=[CH:14][CH:13]=[CH:12][CH:11]=3)=[N:8][C:4]=2[CH:3]=1.S(Cl)([Cl:24])=O>ClC(Cl)Cl>[Cl:1][C:2]1[CH:21]=[CH:20][C:5]2[N:6]([CH2:16][CH2:17][CH2:18][Cl:24])[C:7]([CH2:9][C:10]3[CH:15]=[CH:14][CH:13]=[CH:12][CH:11]=3)=[N:8][C:4]=2[CH:3]=1. Reported procedure: To a stirred mixture of 45 parts of 5-chloro-2(phenylmethyl)-1H-benzimidazole-1-propanol and 225 parts of trichloromethane are added dropwise 29.75 parts of sulfinyl chloride. Upon completion, stirring is continued for 6 hours at reflux temperature. The reaction mixture is evaporated and the residue is taken up in water. The product is extracted with trichloromethane. The extract is dried, filtered and evaporated. The residue is purified by column-chromatography over silica gel using a mixture o... The reactants are BrC=1SC=2CN(CCC2N1)C(=O)OC(C)(C)C (2-Bromo-5-tert-butoxycarbonyl-4,5,6,7-tetrahydrothiazolo[5,4-c]pyridine), FC(C(=O)O)(F)F (trifluoroacetic acid). Run in ClCCl (dichloromethane). Reaction conditions: time 1 minute. The product is FC(C(=O)O)(F)F.BrC=1SC=2CNCCC2N1 (2-Bromo-4,5,6,7-tetrahydrothiazolo[5,4-c]pyridine trifluoroacetate). As a reaction SMILES: [Br:1][C:2]1[S:3][C:4]2[CH2:5][N:6](C(OC(C)(C)C)=O)[CH2:7][CH2:8][C:9]=2[N:10]=1.[F:18][C:19]([F:24])([F:23])[C:20]([OH:22])=[O:21]>ClCCl>[F:18][C:19]([F:24])([F:23])[C:20]([OH:22])=[O:21].[Br:1][C:2]1[S:3][C:4]2[CH2:5][NH:6][CH2:7][CH2:8][C:9]=2[N:10]=1 |f:3.4|. Procedure: 2-Bromo-5-tert-butoxycarbonyl-4,5,6,7-tetrahydrothiazolo[5,4-c]pyridine (890 mg) was dissolved in dichloromethane (2 ml), and to the solution trifluoroacetic acid (15 ml) was added, and the mixture was stirred at room temperature for 1 minute. The reaction mixture was concentrated under reduced pressure, and diethyl ether was added to the residue. Precipitated solid materials were collected by filtration to obtain the title compound (867 mg) as a colorless solid. Reactants: FC1=C(C=CC=C1F)C1CC\C=C/CC1 ((Z)-5-(2,3-difluorophenyl)cyclohept-1-ene), C[N+]1(CCOCC1)[O-] (NMO), S([O-])(O)=O.[Na+] (Sodium bisulfite), C[N+]1(CCOCC1)[O-] (NMO). The reagents and catalysts are [Os](=O)(=O)(=O)=O (Osmium tetroxide). The solvent is CC(=O)C (Acetone), CC(=O)C (Acetone), O (Water). Run at time 30 minute. Yields the product FC1=C(C=CC=C1F)C1CCC(C(CC1)O)O (5-(2,3-difluorophenyl)cycloheptane-1,2-diol). As a reaction SMILES: [F:1][C:2]1[C:7]([F:8])=[CH:6][CH:5]=[CH:4][C:3]=1[CH:9]1[CH2:15][CH2:14]C=C[CH2:11][CH2:10]1.C[N+]1([O-])[CH2:22][CH2:21][O:20]CC1.S(=O)(O)[O-:25].[Na+]>CC(C)=O.O.[Os](=O)(=O)(=O)=O>[F:1][C:2]1[C:7]([F:8])=[CH:6][CH:5]=[CH:4][C:3]=1[CH:9]1[CH2:15][CH2:14][CH:22]([OH:25])[CH:21]([OH:20])[CH2:11][CH2:10]1 |f:2.3|. Procedure details: See: D. A. Spiegel et al. Tetrahedron 2002, 58, 6545-6554. In a 250 mL round-bottomed flask (t=g) was added (Z)-5-(2,3-difluorophenyl)cyclohept-1-ene (1.249 g, 6.00 mmol) and NMO (1.546 g, 13.19 mmol) in Acetone (9 mL) and Water (0.18 mL) to give a white suspension. Osmium tetroxide (0.301 mL, 0.024 mmol) (2.5 wt % solution in 2-methyl-2-propanol) was added. The mixture was stirred at room temperature. NMO gradually dissolved within 30 minutes to become a yellow solution. 1 h: TLC showed complet... Reactants: ClC1=C(C=CC=C1)CCC=C1C(N(C(S1)=O)CCCCSC1=CC=CC=2N1C=CN2)=O (5-[3-(2-chlorophenyl)propylidene]-3-[4-(imidazo[1,2-a]pyridin-5-ylthio)butyl]thiazolidine-2,4-dione), Cl.C(C)(=O)OCC (hydrochloric acid ethyl acetate). Solvent: CO (methanol). Yields the product Cl.ClC1=C(C=CC=C1)CCC=C1C(N(C(S1)=O)CCCCSC1=CC=CC=2N1C=CN2)=O (5-[3-(2-chlorophenyl)propylidene]-3-[4-(imidazo[1,2-a]pyridin-5-ylthio)butyl]thiazolidine-2,4-dione hydrochloride). RXN SMILES: [Cl:1][C:2]1[CH:7]=[CH:6][CH:5]=[CH:4][C:3]=1[CH2:8][CH2:9][CH:10]=[C:11]1[S:15][C:14](=[O:16])[N:13]([CH2:17][CH2:18][CH2:19][CH2:20][S:21][C:22]2[N:27]3[CH:28]=[CH:29][N:30]=[C:26]3[CH:25]=[CH:24][CH:23]=2)[C:12]1=[O:31].Cl.C(OCC)(=O)C>CO>[ClH:1].[Cl:1][C:2]1[CH:7]=[CH:6][CH:5]=[CH:4][C:3]=1[CH2:8][CH2:9][CH:10]=[C:11]1[S:15][C:14](=[O:16])[N:13]([CH2:17][CH2:18][CH2:19][CH2:20][S:21][C:22]2[N:27]3[CH:28]=[CH:29][N:30]=[C:26]3[CH:25]=[CH:24][CH:23]=2)[C:12]1=[O:31] |f:1.2,4.5|. Procedure details: To a methanol solution of 1.37 g (2.9 mmol) of 5-[3-(2-chlorophenyl)propylidene]-3-[4-(imidazo[1,2-a]pyridin-5-ylthio)butyl]thiazolidine-2,4-dione, 1.0 ml of 4N hydrochloric acid-ethyl acetate was added, followed by stirring, after which the solvent was distilled off, to yield 1.23 g (83.1%, brown oily substance) of the desired product. Starting materials: C(#N)C=1C=C(C(=O)Cl)C=CC1 (3-cyanobenzoyl chloride), NC=1SC=C(N1)C(=O)OC (2-amino-4-methoxycarbonyl-1,3-thiazole). The solvent is ClCCCl (1,2-dichloroethane). The product is Cl.C(#N)C=1C=C(C(=O)NC=2SC=C(N2)C(=O)OC)C=CC1 (2-[N-(3-cyanobenzoyl)amino]-4-methoxycarbonyl-1,3-thiazole.hydrochloride). Isolated yield 80.0%. As a reaction SMILES: [C:1]([C:3]1[CH:4]=[C:5]([CH:9]=[CH:10][CH:11]=1)[C:6]([Cl:8])=[O:7])#[N:2].[NH2:12][C:13]1[S:14][CH:15]=[C:16]([C:18]([O:20][CH3:21])=[O:19])[N:17]=1>ClCCCl>[ClH:8].[C:1]([C:3]1[CH:4]=[C:5]([CH:9]=[CH:10][CH:11]=1)[C:6]([NH:12][C:13]1[S:14][CH:15]=[C:16]([C:18]([O:20][CH3:21])=[O:19])[N:17]=1)=[O:7])#[N:2] |f:3.4|. Procedure details: In 1 liter of toluene, 200 g of 3-cyanobenzoic acid were suspended, followed by the addition of 128 ml of thionyl chloride and 1 ml of N,N-dimethylformamide. The resulting mixture was stirred under heating at 80° C. for 5 hours. After cooling of the reaction mixture, the solvent was distilled off under reduced pressure. To the residue, n-hexane was added. By distilling off the solvent under reduced pressure, 3-cyanobenzoyl chloride was obtained. The resulting 3-cyanobenzoyl chloride was dissolve... Starting materials: Br, CCOC(C)=O, Cc1ccc(C(=O)NC2CC2)cc1-n1cnc2ccc(OC3CCNC3)cc2c1=O. Product: Cc1ccc(C(=O)O)cc1-n1cnc2ccc(OC3CCNC3)cc2c1=O. Reaction SMILES: [BrH:37].[CH3:31][CH2:32][O:33][C:34](=[O:35])[CH3:36].[CH:1]1([NH:2][C:5]([c:6]2[cH:7][c:8](-[n:13]3[cH:14][n:15][c:16]4[cH:17][cH:18][c:19]([O:24][CH:25]5[CH2:26][NH:27][CH2:28][CH2:29]5)[cH:20][c:21]4[c:22]3=[O:23])[c:9]([CH3:12])[cH:10][cH:11]2)=[O:30])[CH2:3][CH2:4]1>>[C:5]([c:6]1[cH:7][c:8](-[n:13]2[cH:14][n:15][c:16]3[cH:17][cH:18][c:19]([O:24][CH:25]4[CH2:26][NH:27][CH2:28][CH2:29]4)[cH:20][c:21]3[c:22]2=[O:23])[c:9]([CH3:12])[cH:10][cH:11]1)(=[O:30])[OH:33]. The reactants are NC1=C(C=C(C=C1)OC)NC(=O)C1=CC(=NN1C1CCN(CC1)CCN(C(OC(C)(C)C)=O)C)C(F)(F)F (tert-butyl 2-(4-(5-(2-amino-5-methoxyphenylcarbamoyl)-3-(trifluoromethyl)-1H-pyrazol-1-yl)piperidin-1-yl)ethyl(methyl)carbamate), C(=O)([O-])[O-].[Na+].[Na+] (Na2CO3). The solvent is C(C)(=O)O (Acetic acid). Reaction conditions: temperature 90 celsius, time 2 hour. The product is COC1=CC2=C(NC(=N2)C2=CC(=NN2C2CCN(CC2)CCN(C(OC(C)(C)C)=O)C)C(F)(F)F)C=C1 (tert-butyl 2-(4-(5-(5-methoxy-1H-benzo[d]imidazol-2-yl)-3-(trifluoromethyl)-1H-pyrazol-1-yl)piperidin-1-yl)ethyl(methyl)carbamate). Reaction SMILES: [NH2:1][C:2]1[CH:7]=[CH:6][C:5]([O:8][CH3:9])=[CH:4][C:3]=1[NH:10][C:11]([C:13]1[N:17]([CH:18]2[CH2:23][CH2:22][N:21]([CH2:24][CH2:25][N:26]([CH3:34])[C:27](=[O:33])[O:28][C:29]([CH3:32])([CH3:31])[CH3:30])[CH2:20][CH2:19]2)[N:16]=[C:15]([C:35]([F:38])([F:37])[F:36])[CH:14]=1)=O.C([O-])([O-])=O.[Na+].[Na+]>C(O)(=O)C>[CH3:9][O:8][C:5]1[CH:6]=[CH:7][C:2]2[NH:1][C:11]([C:13]3[N:17]([CH:18]4[CH2:23][CH2:22][N:21]([CH2:24][CH2:25][N:26]([CH3:34])[C:27](=[O:33])[O:28][C:29]([CH3:31])([CH3:30])[CH3:32])[CH2:20][CH2:19]4)[N:16]=[C:15]([C:35]([F:36])([F:38])[F:37])[CH:14]=3)=[N:10][C:3]=2[CH:4]=1 |f:1.2.3|. Reported procedure: Acetic acid (1.591 mL) was added to compound 106 (86 mg, 0.159 mmol) and the solution was allowed to stir for 2 h at 90° C. The reaction was cooled and neutralized with a solution of saturated Na2CO3 and extract with AcOEt. After the usual work-up crude 106 was obtained as a light yellow solid. LRMS (ESI): calc. 522.7; found 523.4 (MH)+.